This data is from the Open Reaction Database (ORD), a public repository of structured organic reaction records. The task is: describe an organic reaction: reactants, conditions, products, and yield Starting materials: CC1=C(C(=S)N)C=CC(=C1)C (2,4-dimethylthiobenzamide), ClC(C(C)=O)C(C)=O (3-chloropentane-2,4-dione). Solvent: C(C)O (ethanol), C(C)O (ethanol). Product: CC1=C(C=CC(=C1)C)C=1SC(=C(N1)C)C(C)=O (1-[2-(2,4-Dimethylphenyl)-4-methylthiazol-5-yl]ethanone). The yield is 37.0%. Reaction SMILES: [CH3:1][C:2]1[CH:10]=[C:9]([CH3:11])[CH:8]=[CH:7][C:3]=1[C:4]([NH2:6])=[S:5].Cl[CH:13]([C:17](=O)[CH3:18])[C:14](=[O:16])[CH3:15]>C(O)C>[CH3:1][C:2]1[CH:10]=[C:9]([CH3:11])[CH:8]=[CH:7][C:3]=1[C:4]1[S:5][C:13]([C:14](=[O:16])[CH3:15])=[C:17]([CH3:18])[N:6]=1. Reported procedure: To ethanol (20 ml), 2,4-dimethylthiobenzamide (2.00 g) and 3-chloropentane-2,4-dione (1.79 g) were added, and the mixture was stirred under heat reflux for 4 hours. After the mixture was allowed to cool to a room temperature, from the mixture ethanol was distilled off under a reduced pressure. To the resulting residue, ethyl acetate was added, and the mixture was heated and stirred. After the mixture was allowed to cool to a room temperature, the precipitate was separated by filtration, washed w... Procedure details: Hydroxyethyl methacrylate (65 g.), o-sulfobenzoic anhydride (92 g.), the monomethyl ether of hydroquinone (0.2 g.) and toluene (157 g.) are stirred, sparged with dry air, and heated at 110° C. for 2 hours and then cooled to room temperature. Analysis indicates an approximately 74% conversion of anhydride into methacryloxyethyl sulfobenzoate. The solvent is C1(=CC=CC=C1)C (toluene). Run at temperature 110 celsius. Reactants: C(C(=C)C)(=O)OCCO (Hydroxyethyl methacrylate), S(=O)(=O)(O)C1=C(C(=O)OC(C2=C(C=CC=C2)S(=O)(=O)O)=O)C=CC=C1 (o-sulfobenzoic anhydride), COC (monomethyl ether), C1(O)=CC=C(O)C=C1 (hydroquinone). Reaction SMILES: [C:1]([O:6]CCO)(=[O:5])[C:2]([CH3:4])=[CH2:3].S(C1C=CC=C[C:15]=1[C:16]([O:18][C:19](=[O:30])[C:20]1[CH:25]=[CH:24][CH:23]=[CH:22][C:21]=1[S:26]([OH:29])(=[O:28])=[O:27])=O)(O)(=O)=O.COC.C1(C=CC(O)=CC=1)O>C1(C)C=CC=CC=1>[S:26]([C:21]1[CH:22]=[CH:23][CH:24]=[CH:25][C:20]=1[C:19]([O:18][CH2:16][CH2:15][O:6][C:1](=[O:5])[C:2]([CH3:4])=[CH2:3])=[O:30])([OH:29])(=[O:27])=[O:28]. Product: S(=O)(=O)(O)C1=C(C(=O)OCCOC(C(=C)C)=O)C=CC=C1 (METHACRYLOXYETHYL SULFOBENZOATE). Starting materials: NC1=CC(=NC(=C1C#N)Br)N (4,6-diamino-2-bromo-nicotinonitrile), C1(=CC=CC=C1)B(O)O (phenylboronic acid), C1(=C(C=CC=C1)P(C1=C(C=CC=C1)C)C1=C(C=CC=C1)C)C (tri(o-tolyl)phosphine), C([O-])([O-])=O.[Na+].[Na+] (sodium carbonate). Reagents/catalysts: C(C)(=O)[O-].[Pd+2].C(C)(=O)[O-] (palladium(II)acetate). Run in hexanes, C(C)(=O)OCC (ethyl acetate), CCCCCC (hexane), O (water), C(C)(=O)OCC (ethyl acetate), O (water), C1CCOC1 (THF), CN(C)C=O (DMF). Run at temperature 130 celsius. Yields the product NC1=CC(=NC(=C1C#N)C1=CC=CC=C1)N (4,6-Diamino-2-phenyl-nicotinonitrile). As a reaction SMILES: [NH2:1][C:2]1[C:7]([C:8]#[N:9])=[C:6](Br)[N:5]=[C:4]([NH2:11])[CH:3]=1.[C:12]1(B(O)O)[CH:17]=[CH:16][CH:15]=[CH:14][CH:13]=1.C1(C)C=CC=CC=1P(C1C=CC=CC=1C)C1C=CC=CC=1C.C(=O)([O-])[O-].[Na+].[Na+]>C(OCC)(=O)C.C([O-])(=O)C.[Pd+2].C([O-])(=O)C.CCCCCC.O.C1COCC1.CN(C=O)C>[NH2:1][C:2]1[C:7]([C:8]#[N:9])=[C:6]([C:12]2[CH:17]=[CH:16][CH:15]=[CH:14][CH:13]=2)[N:5]=[C:4]([NH2:11])[CH:3]=1 |f:3.4.5,7.8.9|. Procedure: A 5 mL sealable heavy walled glass tube suitable for microwave heating was charged with 213 mg (1.00 mmol) of 4,6-diamino-2-bromo-nicotinonitrile, 183 mg (1.5 mmol) of phenylboronic acid, 11 mg (0.050 mmol) of palladium(II)acetate, 60 mg (0.020 mmol) of tri(o-tolyl)phosphine, and 220 mg (2.05 mmol) of sodium carbonate. To this mixture was added 2 mL of DMF, 2 mL of THF, and 1 mL of water. The tube was sealed, then heated with a microwave apparatus at 130° C. for 20 min. The mixture was poured in... The reactants are CC(CC)OC1=CC=C(OCCN2C(C=3C(C2=O)=CC=CC3)=O)C=C1 (N-{2-[4-(1-methylpropoxy)phenoxy]ethyl}phthalimide), O.NN (hydrazine hydrate). The product is CC(CC)OC1=CC=C(OCCN)C=C1 (2-[4-(1-methylpropoxy)phenoxy]ethylamine). RXN SMILES: [CH3:1][CH:2]([O:5][C:6]1[CH:25]=[CH:24][C:9]([O:10][CH2:11][CH2:12][N:13]2C(=O)C3=CC=CC=C3C2=O)=[CH:8][CH:7]=1)[CH2:3][CH3:4].O.NN>>[CH3:1][CH:2]([O:5][C:6]1[CH:25]=[CH:24][C:9]([O:10][CH2:11][CH2:12][NH2:13])=[CH:8][CH:7]=1)[CH2:3][CH3:4] |f:1.2|. Procedure: To 4-(1-methylpropoxy)phenol (44.3 mmol) in 25 ml of DMF is added, under N2, potassium carbonate (51.0 mmol) followed by dropwise addition of N-(bromoethyl)phthalimide (51.0 mmol) in 30 ml of DMF. The mixture is stirred at RT overnight. Water is then added and the aqueous phase is extracted with ether. The combined organic layers are washed with 5% sodium hydroxide, with water and with brine, dried and the solent removed to give N-{2-[4-(1-methylpropoxy)phenoxy]ethyl}phthalimide. Following the p... Reactants: CCO, N#Cc1cnc2ccc([N+](=O)[O-])cc2c1Nc1ccc(F)c(Cl)c1. The product is N#Cc1cnc2ccc(N)cc2c1Nc1ccc(F)c(Cl)c1. As a reaction SMILES: [CH3:25][CH2:26][OH:27].[Cl:1][c:2]1[cH:3][c:4]([NH:9][c:10]2[c:11]([C:23]#[N:24])[cH:12][n:13][c:14]3[cH:15][cH:16][c:17]([N+:20]([O-:21])=[O:22])[cH:18][c:19]23)[cH:5][cH:6][c:7]1[F:8]>>[Cl:1][c:2]1[cH:3][c:4]([NH:9][c:10]2[c:11]([C:23]#[N:24])[cH:12][n:13][c:14]3[cH:15][cH:16][c:17]([NH2:20])[cH:18][c:19]23)[cH:5][cH:6][c:7]1[F:8].